Dataset: the Open Reaction Database (ORD), a public repository of structured organic reaction records. Task: describe an organic reaction: reactants, conditions, products, and yield Reactants: COC(=O)c1cccnc1-c1cnc(C(CCCCCCc2ccccc2)O[Si](C)(C)C(C)(C)C)o1, CCOC(C)=O. The product is COC(=O)c1cccnc1-c1cnc(C(=O)CCCCCCc2ccccc2)o1. As a reaction SMILES: [C:1]([Si:2]([CH3:3])([CH3:4])[O:6][CH:7]([CH2:8][CH2:9][CH2:10][CH2:11][CH2:12][CH2:13][c:14]1[cH:15][cH:16][cH:17][cH:18][cH:19]1)[c:20]1[o:21][c:22](-[c:25]2[c:26]([C:27](=[O:28])[O:29][CH3:30])[cH:31][cH:32][cH:33][n:34]2)[cH:23][n:24]1)([CH3:5])([CH3:35])[CH3:36].[CH3:37][CH2:38][O:39][C:40]([CH3:41])=[O:42]>>[O:6]=[C:7]([CH2:8][CH2:9][CH2:10][CH2:11][CH2:12][CH2:13][c:14]1[cH:15][cH:16][cH:17][cH:18][cH:19]1)[c:20]1[o:21][c:22](-[c:25]2[c:26]([C:27](=[O:28])[O:29][CH3:30])[cH:31][cH:32][cH:33][n:34]2)[cH:23][n:24]1. Reactants: COC=1C=C2C(=CC=NC2=CC1OC)OC1=CC=C(C=C1)N (6,7-Dimethoxy-4-(4-aminophenoxy)quinoline), ClC1=C(C=CC=C1Cl)N=C=O (2,3-dichlorophenyl isocyanate). The solvent is C1(=CC=CC=C1)C (toluene). Product: ClC1=C(C=CC=C1Cl)NC(=O)NC1=CC=C(C=C1)OC1=CC=NC2=CC(=C(C=C12)OC)OC (N-(2,3-Dichlorophenyl)-N'-{4-[(6,7-dimethoxy-4-quinolyl)oxy]phenyl}urea). The yield is 100.0%. As a reaction SMILES: [CH3:1][O:2][C:3]1[CH:4]=[C:5]2[C:10](=[CH:11][C:12]=1[O:13][CH3:14])[N:9]=[CH:8][CH:7]=[C:6]2[O:15][C:16]1[CH:21]=[CH:20][C:19]([NH2:22])=[CH:18][CH:17]=1.[Cl:23][C:24]1[C:29]([Cl:30])=[CH:28][CH:27]=[CH:26][C:25]=1[N:31]=[C:32]=[O:33]>C1(C)C=CC=CC=1>[Cl:23][C:24]1[C:29]([Cl:30])=[CH:28][CH:27]=[CH:26][C:25]=1[NH:31][C:32]([NH:22][C:19]1[CH:18]=[CH:17][C:16]([O:15][C:6]2[C:5]3[C:10](=[CH:11][C:12]([O:13][CH3:14])=[C:3]([O:2][CH3:1])[CH:4]=3)[N:9]=[CH:8][CH:7]=2)=[CH:21][CH:20]=1)=[O:33]. Reported procedure: 6,7-Dimethoxy-4-(4-aminophenoxy)quinoline (52 mg) was dissolved in toluene (5 ml) with heat, 2,3-dichlorophenyl isocyanate (0.05 ml) was added, and the admixture was refluxed with heat for 20 minutes. The reaction solution was purified by column chromatography on silica gel eluting with chloroform/acetone (10/1) to obtain 84 mg of the title compound (yield: 100%). The reactants are ClC1=CC(=C(N)C=C1S)F (4-chloro-2-fluoro-5-mercaptoaniline), C(=S)(Cl)Cl (thiophosgene). Run in C(Cl)(Cl)Cl (chloroform). Product: ClC1=CC(=C(C=C1S)N=C=S)F (4-chloro-2-fluoro-5-mercaptophenylisothiocyanate). RXN SMILES: [Cl:1][C:2]1[C:8]([SH:9])=[CH:7][C:5]([NH2:6])=[C:4]([F:10])[CH:3]=1.[C:11](Cl)(Cl)=[S:12]>C(Cl)(Cl)Cl>[Cl:1][C:2]1[C:8]([SH:9])=[CH:7][C:5]([N:6]=[C:11]=[S:12])=[C:4]([F:10])[CH:3]=1. Reported procedure: 2.00 g of 4-chloro-2-fluoro-5-mercaptoaniline was dissolved in chloroform, and 1.12 ml of thiophosgene was dropwise added at 0° C. After the dropwise addition, the temperature was raised to room temperature and then, the mixture was refluxed. After refluxing for six hours, chloroform was distilled off to obtain 2.47 g of the above-identified compound as brown oil. The reactants are C(C)(C)(C)C=1C=C2CCC(C2=CC1)N (5-tert-Butyl-2,3-dihydro-1H-inden-1-ylamine), C(C)(=O)N[C@H](CC(C)C)C(=O)O (N-acetyl-(D)-leucine). Run in CO (methanol). Run at temperature 65 celsius. Yields the product C(C)(C)(C)C=1C=C2CC[C@@H](C2=CC1)N ((1S)-5-tert-butyl-2,3-dihydro-1H-inden-1-ylamine). Reaction SMILES: [C:1]([C:5]1[CH:6]=[C:7]2[C:11](=[CH:12][CH:13]=1)[CH:10]([NH2:14])[CH2:9][CH2:8]2)([CH3:4])([CH3:3])[CH3:2].C(N[C@@H](C(O)=O)CC(C)C)(=O)C>CO>[C:1]([C:5]1[CH:6]=[C:7]2[C:11](=[CH:12][CH:13]=1)[C@@H:10]([NH2:14])[CH2:9][CH2:8]2)([CH3:4])([CH3:2])[CH3:3]. Procedure details: 5-tert-Butyl-2,3-dihydro-1H-inden-1-ylamine (11.70 g, 44.4% ee), N-acetyl-(D)-leucine (11.78 g), and methanol (120 mL) were combined and heated at 65° C. for 1 hour. The solution was allowed to cool to ambient temperature. The solids were filtered and washed with toluene. The solid was then resuspended in methanol (125 mL) and brought to reflux. The solution was allowed to cool to ambient temperature and the solids were filtered. The solid was dried at 40° C. under reduced pressure to provide th... Reactants: C(#N)C(C1=CC=CC=C1)(C1=CC=CC=C1)[C@@H]1CNCCC1 (3-(R)-(+)-(1-cyano-1,1-diphenylmethyl)piperidine), BrCCC=1C=C2CCCC2=CC1 (5-(2-bromoethyl)indane), C([O-])([O-])=O.[K+].[K+] (potassium carbonate). The solvent is C(C)#N (acetonitrile). Product: C(#N)C(C1=CC=CC=C1)(C1=CC=CC=C1)[C@@H]1CN(CCC1)CCC=1C=C2CCCC2=CC1 (3-(R)-(1-cyano-1,1-diphenylmethyl)-1-[2-(indan-5-yl)ethyl]piperidine). RXN SMILES: [C:1]([C:3]([C@H:16]1[CH2:21][CH2:20][CH2:19][NH:18][CH2:17]1)([C:10]1[CH:15]=[CH:14][CH:13]=[CH:12][CH:11]=1)[C:4]1[CH:9]=[CH:8][CH:7]=[CH:6][CH:5]=1)#[N:2].Br[CH2:23][CH2:24][C:25]1[CH:26]=[C:27]2[C:31](=[CH:32][CH:33]=1)[CH2:30][CH2:29][CH2:28]2.C(=O)([O-])[O-].[K+].[K+]>C(#N)C>[C:1]([C:3]([C@H:16]1[CH2:21][CH2:20][CH2:19][N:18]([CH2:23][CH2:24][C:25]2[CH:26]=[C:27]3[C:31](=[CH:32][CH:33]=2)[CH2:30][CH2:29][CH2:28]3)[CH2:17]1)([C:10]1[CH:11]=[CH:12][CH:13]=[CH:14][CH:15]=1)[C:4]1[CH:9]=[CH:8][CH:7]=[CH:6][CH:5]=1)#[N:2] |f:2.3.4|. Reported procedure: A mixture containing 3-(R)-(+)-(1-cyano-1,1-diphenylmethyl)piperidine (0.28 g), 5-(2-bromoethyl)indane (0.23 g--see Preparation 4), anhydrous potassium carbonate (0.3 g) and acetonitrile (10 ml) was heated under reflux for 5 hours. The mixture was partitioned between dichloromethane (30 ml) and 10% aqueous potassium carbonate (20 ml), the layers separated, and the aqueous layer extracted with dichloromethane (3×20 ml). The combined dichloromethane extracts were dried (MgSO4) and concentrated in ... Starting materials: [BH4-], CC(=O)C1(C)COC(c2cccc([N+](=O)[O-])c2)OC1, CO, [Na+], O. Product: CC(O)C1(C)COC(c2cccc([N+](=O)[O-])c2)OC1. As a reaction SMILES: [BH4-:20].[CH3:1][C:2](=[O:3])[C:4]1([CH3:19])[CH2:5][O:6][CH:7]([c:10]2[cH:11][c:12]([N+:16](=[O:17])[O-:18])[cH:13][cH:14][cH:15]2)[O:8][CH2:9]1.[CH3:22][OH:23].[Na+:21].[OH2:24]>>[CH3:1][CH:2]([OH:3])[C:4]1([CH3:19])[CH2:5][O:6][CH:7]([c:10]2[cH:11][c:12]([N+:16](=[O:17])[O-:18])[cH:13][cH:14][cH:15]2)[O:8][CH2:9]1. The reactants are BrC1=NC=CC=C1O (2-bromo-3-hydroxypyridine), [Na] (sodium), C=O (formalin), [OH-].[K+] (Potassium hydroxide). Solvent: O (water), C(C)(=O)O (acetic acid). Run at time 2 hour. The product is BrC1=NC(=CC=C1O)CO (2-Bromo-3-hydroxy-6-hydroxymethylpyridine). Reaction SMILES: [OH-:1].[K+].[Br:3][C:4]1[C:9]([OH:10])=[CH:8][CH:7]=[CH:6][N:5]=1.[Na].[CH2:12]=O>O.C(O)(=O)C>[Br:3][C:4]1[C:9]([OH:10])=[CH:8][CH:7]=[C:6]([CH2:12][OH:1])[N:5]=1 |f:0.1,^1:10|. Reported procedure: Potassium hydroxide (85% assay, 113.8 g, 1.73 mol) was dissolved in distilled water (750 ml) and to the solution was added 2-bromo-3-hydroxypyridine (300 g, 1.72 mol), ethylenediaminetetraaeetic acid sodium salt (2 mol %, 13.1 g, 0.034 mol) and formalin (37-41% w/v 470 ml, 5.95 mol). The stirred mixture was heated at 90°-95° C. until the assay (HPLC) of remaining starting material fell below 3% (approx 5 h). The reaction mixture was then cooled to room temperature and glacial acetic acid (103 ml... Reactants: O=C1CCC(=O)N1Br, CC(CO)N(C(=O)OC(C)(C)C)c1ccccc1, CO, CN(C)C=O, c1ccc(P(c2ccccc2)c2ccccc2)cc1. Yields the product O=P(c1ccccc1)(c1ccccc1)c1ccccc1. As a reaction SMILES: [Br:38][N:39]1[C:40](=[O:41])[CH2:42][CH2:43][C:44]1=[O:45].[C:1]([O:5][C:2]([N:3]([c:4]1[cH:6][cH:7][cH:8][cH:9][cH:10]1)[CH:11]([CH2:12][OH:13])[CH3:14])=[O:15])([CH3:16])([CH3:17])[CH3:18].[CH3:46][OH:47].[O:48]=[CH:49][N:50]([CH3:51])[CH3:52].[c:19]1([P:25]([c:26]2[cH:27][cH:28][cH:29][cH:30][cH:31]2)[c:32]2[cH:33][cH:34][cH:35][cH:36][cH:37]2)[cH:20][cH:21][cH:22][cH:23][cH:24]1>>[O:5]=[P:25]([c:19]1[cH:20][cH:21][cH:22][cH:23][cH:24]1)([c:26]1[cH:27][cH:28][cH:29][cH:30][cH:31]1)[c:32]1[cH:33][cH:34][cH:35][cH:36][cH:37]1. Conditions: time 15 minute. Procedure details: 130 mg (0.44 mMol) triphosgene are dissolved in 5 ml ice-cooled CH2Cl2. Then a solution of 170 mg (1.12 mMol) adamantan-1-ylamine and 0.5 ml (2.87 mMol) EtN(iPr)2 in 5 ml CH2Cl2 is added during 15 min. After stirring the reaction mixture for further 15 min, a solution of 300 mg (1.33 mMol) 5-(2-amino-pyrimidin-4-yloxy)-2,3-dihydro-1H-indole (Step 26.2) and 0.5 ml (2.87 mMol) EtN(iPr)2 in 5 ml THF is added. After 16 h at rt, the mixture is diluted with 10% NaHCO3 solution and CH2Cl2, the aqueous ... Product: C12C(C3CC(CC(C1)C3)C2)NC(=O)N2CCC3=CC(=CC=C23)OC2=NC(=NC=C2)N (5-(2-Amino-pyrimidin-4-yloxy)-2,3-dihydro-indole-1-carboxylic acid adamantan-2-ylamide). RXN SMILES: ClC(Cl)(O[C:5](=[O:11])OC(Cl)(Cl)Cl)Cl.[C:13]12(N)[CH2:22][CH:17]3[CH2:18][CH:19]([CH2:21][CH:15]([CH2:16]3)[CH2:14]1)[CH2:20]2.C([N:26](C(C)C)C(C)C)C.[NH2:33][C:34]1[N:39]=[C:38]([O:40][C:41]2[CH:42]=[C:43]3[C:47](=[CH:48][CH:49]=2)[NH:46][CH2:45][CH2:44]3)[CH:37]=[CH:36][N:35]=1>C(Cl)Cl.C1COCC1.C([O-])(O)=O.[Na+]>[CH:13]12[CH2:22][CH:17]3[CH2:18][CH:19]([CH2:21][CH:15]([CH2:16]3)[CH:14]1[NH:26][C:5]([N:46]1[C:47]3[C:43](=[CH:42][C:41]([O:40][C:38]4[CH:37]=[CH:36][N:35]=[C:34]([NH2:33])[N:39]=4)=[CH:49][CH:48]=3)[CH2:44][CH2:45]1)=[O:11])[CH2:20]2 |f:6.7|. Reactants: C12(CC3CC(CC(C1)C3)C2)N (adamantan-1-ylamine), C(C)N(C(C)C)C(C)C (EtN(iPr)2), ClC(Cl)(OC(OC(Cl)(Cl)Cl)=O)Cl (triphosgene), NC1=NC=CC(=N1)OC=1C=C2CCNC2=CC1 (5-(2-amino-pyrimidin-4-yloxy)-2,3-dihydro-1H-indole), C(C)N(C(C)C)C(C)C (EtN(iPr)2). Run in C(Cl)Cl (CH2Cl2), C(=O)(O)[O-].[Na+] (NaHCO3), C(Cl)Cl (CH2Cl2), C(Cl)Cl (CH2Cl2), ice, C1CCOC1 (THF). Reactants: C(C1=CC=CC=C1)OC=1C=C2C(=C(N(C2=CC1)CCC)C1=CC=C(C=C1)[N+](=O)[O-])C (5-benzyloxy-3-methyl-2-(4-nitro-phenyl)-1-propyl-1H-indole), saturated solution, Br (hydrogen bromide). Run in C(C)(=O)O (acetic acid). Yields the product CC1=C(N(C2=CC=C(C=C12)O)CCC)C1=CC=C(C=C1)[N+](=O)[O-] (3-Methyl-2-(4-nitro-phenyl)-1-propyl-1H-indole-5-ol). As a reaction SMILES: C([O:8][C:9]1[CH:10]=[C:11]2[C:15](=[CH:16][CH:17]=1)[N:14]([CH2:18][CH2:19][CH3:20])[C:13]([C:21]1[CH:26]=[CH:25][C:24]([N+:27]([O-:29])=[O:28])=[CH:23][CH:22]=1)=[C:12]2[CH3:30])C1C=CC=CC=1.Br>C(O)(=O)C>[CH3:30][C:12]1[C:11]2[C:15](=[CH:16][CH:17]=[C:9]([OH:8])[CH:10]=2)[N:14]([CH2:18][CH2:19][CH3:20])[C:13]=1[C:21]1[CH:22]=[CH:23][C:24]([N+:27]([O-:29])=[O:28])=[CH:25][CH:26]=1. Reported procedure: Four grams (10 m mole) of 5-benzyloxy-3-methyl-2-(4-nitro-phenyl)-1-propyl-1H-indole and 40 ml of a saturated solution of hydrogen bromide in glacial acetic acid were refluxed for 20 minutes. After evaporation, the residue was purified by chromatography on silicagel (solvent: toluene/acetone (20:1)).